This data is from the Open Reaction Database (ORD), a public repository of structured organic reaction records. The task is: describe an organic reaction: reactants, conditions, products, and yield Reactants: C(C)(C)(C)OC(=O)N1CCC(CC1)C(=O)N(C)OC (tert-butyl-4-{[methoxy(methyl)amino]carbonyl}piperidine-1-carboxylate), O1CCCC1 (tetrahydrofuran), O1CCCC1.C[Mg]Cl (methylmagnesium chloride tetrahydrofuran). Solvent: CCOCC (ether). Reaction conditions: temperature 0 celsius, time 30 minute. Yields the product C(C)(=O)C1CCN(CC1)C(=O)OC(C)(C)C (tert-butyl 4-acetylpiperidine-1-carboxylate). Reaction SMILES: [C:1]([O:5][C:6]([N:8]1[CH2:13][CH2:12][CH:11]([C:14](N(OC)C)=[O:15])[CH2:10][CH2:9]1)=[O:7])([CH3:4])([CH3:3])[CH3:2].O1CCC[CH2:21]1.O1CCCC1.C[Mg]Cl>CCOCC>[C:14]([CH:11]1[CH2:10][CH2:9][N:8]([C:6]([O:5][C:1]([CH3:2])([CH3:3])[CH3:4])=[O:7])[CH2:13][CH2:12]1)(=[O:15])[CH3:21] |f:2.3|. Procedure details: To a 500 ml round bottom flask was added tert-butyl-4-{[methoxy(methyl)amino]carbonyl}piperidine-1-carboxylate (29 g, 106 mmol) and 150 ml tetrahydrofuran. The resulting solution was cooled with ice bath and methylmagnesium chloride tetrahydrofuran solution (42.6 ml, 3M, 128 mmol) was added by a syringe. The mixture was stirred at 0° C. for 30 minutes. It was diluted with 200 ml of ether and the resulting mixture was washed twice with 150 ml saturated ammonium chloride solution. The organics wer... Starting materials: CNC (dimethylamine), C(C)(=O)C=1C=CC(=C(CBr)C1)NC(C)=O (5-acetyl-2-acetylamino-benzyl bromide). As a reaction SMILES: [CH3:1][NH:2][CH3:3].[C:4]([C:7]1[CH:8]=[CH:9][C:10]([NH:15][C:16](=[O:18])[CH3:17])=[C:11]([CH:14]=1)[CH2:12]Br)(=[O:6])[CH3:5]>C(Cl)(Cl)Cl>[C:4]([C:7]1[CH:8]=[CH:9][C:10]([NH:15][C:16](=[O:18])[CH3:17])=[C:11]([CH:14]=1)[CH2:12][N:2]([CH3:3])[CH3:1])(=[O:6])[CH3:5]. Reaction conditions: time 30 minute. Solvent: C(Cl)(Cl)Cl (chloroform). Yields the product C(C)(=O)C=1C=CC(=C(CN(C)C)C1)NC(C)=O (5-acetyl-2-acetylamino-N,N-dimethyl benzylamine). Procedure: 8.1 gm of dimethylamine were added to 21 gm of 5-acetyl-2-acetylamino-benzyl bromide in 500 ml of chloroform, and the mixture was stirred for 30 minutes. As soon as the exothermic reaction began, the undissolved substance dissolved. Subsequently, the reaction solution was extracted three times with water and twice with 2 N hydrochloric acid. The hydrochloric acid phase was extracted with chloroform, made alkaline with 2 N ammonia and again extracted twice with chloroform. The organic phase was e... The reactants are [NH4+].[Cl-] (NH4Cl), [N+](=O)([O-])C1=CC=C(C=C1)C12CC3CC(CC3(C1)NCC(=O)N1[C@@H](CCC1)C#N)C2 ((2S)-1-{N-[2-(4-nitrophenyl) hexahydro-2,5-methanopentalen-3a(1H)-yl]glycyl}pyrrolidine-2-carbonitrile), O (water), C1CCOC1 (THF). The reagents and catalysts are [Fe] (Fe). Solvent: C(C)O (ethanol). Yields the product NC1=CC=C(C=C1)C12CC3CC(CC3(C1)NCC(=O)N1[C@@H](CCC1)C#N)C2 ((2S)-1-{N-[2-(4-aminophenyl)hexahydro-2,5-methanopentalen-3a(1H)-yl]glycyl}pyrrolidine-2-carbonitrile). Isolated yield 48.4%. As a reaction SMILES: [N+:1]([C:4]1[CH:9]=[CH:8][C:7]([C:10]23[CH2:29][CH:14]4[CH2:15][C:16]([NH:18][CH2:19][C:20]([N:22]5[CH2:26][CH2:25][CH2:24][C@H:23]5[C:27]#[N:28])=[O:21])([CH2:17]2)[CH:12]([CH2:13]4)[CH2:11]3)=[CH:6][CH:5]=1)([O-])=O.O.C1COCC1.[NH4+].[Cl-]>[Fe].C(O)C>[NH2:1][C:4]1[CH:5]=[CH:6][C:7]([C:10]23[CH2:29][CH:14]4[CH2:15][C:16]([NH:18][CH2:19][C:20]([N:22]5[CH2:26][CH2:25][CH2:24][C@H:23]5[C:27]#[N:28])=[O:21])([CH2:17]2)[CH:12]([CH2:13]4)[CH2:11]3)=[CH:8][CH:9]=1 |f:3.4|. Reported procedure: To a stirred solution of the compound obtained from example 29 (0.2 g, 0.51 mmol) in a 1:2:4 mixture of water, THF, and ethanol (7 mL) respectively was sequentially added solid NH4Cl (0.1 g, 1.87 mmol) and Fe powder (0.1 g, 1.78 mmol). The reaction mixture was heated to reflux for 2 h. After cooling the reaction mixture to room temperature, it was filtered through a small pad of celite and washed the bed with EtOAc. The filtrate was evaporated under reduced pressure and the residue was diluted w...